Task: describe an organic reaction: reactants, conditions, products, and yield. Dataset: the Open Reaction Database (ORD), a public repository of structured organic reaction records Starting materials: Cl (Hydrogen chloride), C(C)OC(=O)C1=C(SC=C1C1=CC=CC=C1)N (2-amino-4-phenylthiophene-3-carboxylic acid ethyl ester), C(#N)CC(=O)OCC (ethyl cyanoacetate). Reaction conditions: time 18 hour. Yields the product C(C)OC(CC=1NC(C2=C(N1)SC=C2C2=CC=CC=C2)=O)=O ((4-oxo-5-phenyl-3,4-dihydrothieno[2,3-d]pyrimidin-2-yl)acetic acid ethyl ester). RXN SMILES: Cl.C(O[C:5]([C:7]1[C:11]([C:12]2[CH:17]=[CH:16][CH:15]=[CH:14][CH:13]=2)=[CH:10][S:9][C:8]=1[NH2:18])=[O:6])C.[C:19]([CH2:21][C:22]([O:24][CH2:25][CH3:26])=[O:23])#[N:20]>>[CH2:25]([O:24][C:22](=[O:23])[CH2:21][C:19]1[NH:20][C:5](=[O:6])[C:7]2[C:11]([C:12]3[CH:13]=[CH:14][CH:15]=[CH:16][CH:17]=3)=[CH:10][S:9][C:8]=2[N:18]=1)[CH3:26]. Procedure: Hydrogen chloride gas was bubbled through a stirred reaction mixture of 2-amino-4-phenylthiophene-3-carboxylic acid ethyl ester (4.94 g, 0.02 mol) in ethyl cyanoacetate (50 ml) for 2 hours. A thick suspension formed initially which slowly dissolved on gentle warming. The mixture was allowed to stand at ambient temperature for 18 hours. Excess hydrogen chloride was removed by bubbling nitrogen through the reaction mixture and most of the excess ethyl cyanoacetate was distilled out at reduced pres... Reactants: ClCCl, COC(=O)c1cccnc1-c1ccc(F)cc1, O=C(OO)c1cccc(Cl)c1. Product: COC(=O)c1ccc[n+]([O-])c1-c1ccc(F)cc1. RXN SMILES: [Cl:29][CH2:30][Cl:31].[F:1][c:2]1[cH:3][cH:4][c:5](-[c:8]2[n:9][cH:10][cH:11][cH:12][c:13]2[C:14](=[O:15])[O:16][CH3:17])[cH:6][cH:7]1.[OH:18][O:19][C:20]([c:21]1[cH:22][c:23]([Cl:24])[cH:25][cH:26][cH:27]1)=[O:28]>>[F:1][c:2]1[cH:3][cH:4][c:5](-[c:8]2[n+:9]([O-:18])[cH:10][cH:11][cH:12][c:13]2[C:14](=[O:15])[O:16][CH3:17])[cH:6][cH:7]1.